Dataset: the Open Reaction Database (ORD), a public repository of structured organic reaction records. Task: describe an organic reaction: reactants, conditions, products, and yield The reactants are C(C1=CC=CC=C1)N(C(CO)(C)C)CC1(CCN(CC1)C(=O)OC(C)(C)C)O (tert-butyl 4-[[benzyl-(2-hydroxy-1,1-dimethyl-ethyl)amino]methyl]-4-hydroxy-piperidine-1-carboxylate), C(C)(C)N(C(C)C)CC (N,N-diisopropylethylamine), CS(=O)(=O)OS(=O)(=O)C (methanesulfonic anhydride). Run in O1CCCC1 (tetrahydrofuran), C(C)(=O)OCC (ethyl acetate). Run at temperature 65 celsius. Product: C(C1=CC=CC=C1)N1CC2(CCN(CC2)C(=O)OC(C)(C)C)OCC1(C)C (tert-butyl 8-benzyl-9,9-dimethyl-11-oxa-3,8-diazaspiro[5.5]undecane-3-carboxylate). The yield is 28.3%. As a reaction SMILES: [CH2:1]([N:8]([CH2:14][C:15]1([OH:28])[CH2:20][CH2:19][N:18]([C:21]([O:23][C:24]([CH3:27])([CH3:26])[CH3:25])=[O:22])[CH2:17][CH2:16]1)[C:9]([CH3:13])([CH3:12])[CH2:10]O)[C:2]1[CH:7]=[CH:6][CH:5]=[CH:4][CH:3]=1.C(N(CC)C(C)C)(C)C.CS(OS(C)(=O)=O)(=O)=O>O1CCCC1.C(OCC)(=O)C>[CH2:1]([N:8]1[C:9]([CH3:13])([CH3:10])[CH2:12][O:28][C:15]2([CH2:16][CH2:17][N:18]([C:21]([O:23][C:24]([CH3:25])([CH3:26])[CH3:27])=[O:22])[CH2:19][CH2:20]2)[CH2:14]1)[C:2]1[CH:7]=[CH:6][CH:5]=[CH:4][CH:3]=1. Procedure details: To a solution of tert-butyl 4-[[benzyl-(2-hydroxy-1,1-dimethyl-ethyl)amino]methyl]-4-hydroxy-piperidine-1-carboxylate (330 mg, 0.841 mmol) in tetrahydrofuran was added N,N-diisopropylethylamine (439 μL, 2.52 mmol) and methanesulfonic anhydride (439 mg, 2.52 mmol) under a nitrogen atmosphere. The reaction mixture was heated at 65° C. for 18 h. The reaction mixture was diluted with ethyl acetate, washed with saturated sodium bicarbonate (2×50 mL) and brine (50 mL), dried over Na2SO4, filtered and ... Reactants: CCCOc1ccccc1-c1nc2nc(NCCCSC)ncc2c(=O)[nH]1, O=C(OO)c1cccc(Cl)c1, ClCCl. Product: CCCOc1ccccc1-c1nc2nc(NCCCS(C)=O)ncc2c(=O)[nH]1. RXN SMILES: [CH3:1][S:2][CH2:3][CH2:4][CH2:5][NH:6][c:7]1[n:8][cH:9][c:10]2[c:11]([n:12]1)[n:13][c:14](-[c:18]1[c:19]([O:24][CH2:25][CH2:26][CH3:27])[cH:20][cH:21][cH:22][cH:23]1)[nH:15][c:16]2=[O:17].[Cl:28][c:29]1[cH:30][c:31]([C:36](=[O:33])[O:37][OH:38])[cH:32][cH:34][cH:35]1.[Cl:39][CH2:40][Cl:41]>>[CH3:1][S:2]([CH2:3][CH2:4][CH2:5][NH:6][c:7]1[n:8][cH:9][c:10]2[c:11]([n:12]1)[n:13][c:14](-[c:18]1[c:19]([O:24][CH2:25][CH2:26][CH3:27])[cH:20][cH:21][cH:22][cH:23]1)[nH:15][c:16]2=[O:17])=[O:33]. Reactants: C(CC)C1=NC2=C(N1CC1=CC=C(C=C1)C=1C(=CC=CC1)C(=O)OC(C)(C)C)C=C(C=C2C)C=2N=C(OC2)C (tert.butyl 4'-[(2-n-propyl-4-methyl-6-(2-methyl-oxazol-4-yl)-benzimidazol-1-yl)-methyl]-biphenyl-2-carboxylate), FC(C(=O)O)(F)F (trifluoroacetic acid). Solvent: C(Cl)Cl (methylene chloride). Product: C(CC)C1=NC2=C(N1CC1=CC=C(C=C1)C=1C(=CC=CC1)C(=O)O)C=C(C=C2C)C=2N=C(OC2)C (4'-[(2-n-Propyl-4-methyl-6-(2-methyl-oxazol-4-yl)-benzimidazol-1-yl)-methyl]-biphenyl-2-carboxylic Acid). RXN SMILES: [CH2:1]([C:4]1[N:8]([CH2:9][C:10]2[CH:15]=[CH:14][C:13]([C:16]3[C:17]([C:22]([O:24]C(C)(C)C)=[O:23])=[CH:18][CH:19]=[CH:20][CH:21]=3)=[CH:12][CH:11]=2)[C:7]2[CH:29]=[C:30]([C:34]3[N:35]=[C:36]([CH3:39])[O:37][CH:38]=3)[CH:31]=[C:32]([CH3:33])[C:6]=2[N:5]=1)[CH2:2][CH3:3].FC(F)(F)C(O)=O>C(Cl)Cl>[CH2:1]([C:4]1[N:8]([CH2:9][C:10]2[CH:15]=[CH:14][C:13]([C:16]3[C:17]([C:22]([OH:24])=[O:23])=[CH:18][CH:19]=[CH:20][CH:21]=3)=[CH:12][CH:11]=2)[C:7]2[CH:29]=[C:30]([C:34]3[N:35]=[C:36]([CH3:39])[O:37][CH:38]=3)[CH:31]=[C:32]([CH3:33])[C:6]=2[N:5]=1)[CH2:2][CH3:3]. Procedure: Prepared analogously to Example 88 from tert.butyl 4'-[(2-n-propyl-4-methyl-6-(2-methyl-oxazol-4-yl)-benzimidazol-1-yl)-methyl]-biphenyl-2-carboxylate and trifluoroacetic acid in methylene chloride. The reactants are CO, Nc1ccc(O)cc1[N+](=O)[O-]. Product: Nc1ccc(O)cc1N. RXN SMILES: [CH3:12][OH:13].[NH2:1][c:2]1[c:3]([N+:9]([O-:10])=[O:11])[cH:4][c:5]([OH:8])[cH:6][cH:7]1>>[NH2:1][c:2]1[c:3]([NH2:9])[cH:4][c:5]([OH:8])[cH:6][cH:7]1.